This data is from the Open Reaction Database (ORD), a public repository of structured organic reaction records. The task is: describe an organic reaction: reactants, conditions, products, and yield Reactants: C1(=CC=CC=C1)OC (anisole), [OH-].[NH4+] (ammonium hydroxide), CN1CCNCC1 (methylpiperazine), CN1CCNCC1 (methylpiperazine), ClC=1C=CC2=C(C(NC=3C(N2)=CSC3)=O)C1 (7-chloro-4H-thieno-[3,4-b][1,4]benzodiazepin-9(10H)-one). The reagents and catalysts are [Ti](Cl)(Cl)(Cl)Cl (titanium tetrachloride). Run in C1(=CC=CC=C1)C (toluene), C1(=CC=CC=C1)C (toluene), C(C)(C)O (isopropyl alcohol). Run at time 8 hour. The product is ClC=1C=CC2=C(C(=NC=3C(N2)=CSC3)N3CCN(CC3)C)C1 (7-Chloro-9-(4-methyl-1-piperazinyl)-4H-thieno[3,4-b][1,4]benzodiazepine). RXN SMILES: C1(OC)C=CC=CC=1.[CH3:9][N:10]1[CH2:15][CH2:14][NH:13][CH2:12][CH2:11]1.[Cl:16][C:17]1[CH:18]=[CH:19][C:20]2[NH:26][C:25]3=[CH:27][S:28][CH:29]=[C:24]3[NH:23][C:22](=O)[C:21]=2[CH:31]=1.[OH-].[NH4+]>[Ti](Cl)(Cl)(Cl)Cl.C(O)(C)C.C1(C)C=CC=CC=1>[Cl:16][C:17]1[CH:18]=[CH:19][C:20]2[NH:26][C:25]3=[CH:27][S:28][CH:29]=[C:24]3[N:23]=[C:22]([N:13]3[CH2:14][CH2:15][N:10]([CH3:9])[CH2:11][CH2:12]3)[C:21]=2[CH:31]=1 |f:3.4|. Procedure details: To a solution of 7 ml. of anisole, 3.8 ml. of titanium tetrachloride and 1.5 g. of methylpiperazine in 67 ml. of toluene is added a mixture of 6.7 g. of 7-chloro-4H-thieno-[3,4-b][1,4]benzodiazepin-9(10H)-one and 7.6 g. of methylpiperazine in 7 ml. of toluene. The mixture is refluxed with stirring overnight, cooled and 10 ml. of isopropyl alcohol, 5 g. of diatomaceous earth and 10 ml. of ammonium hydroxide are added. The mixture is filtered and washed with toluene. The toluene is washed with wat... Reactants: C1CCOC1, CO, COC(=O)c1ccc2c(C3CCCCC3)c3n(c2c1)CCN(CCN(C)Cc1cccnc1)Cc1ccccc1-3, [Na+], [OH-]. Yields the product CN(CCN1CCn2c(c(C3CCCCC3)c3ccc(C(=O)O)cc32)-c2ccccc2C1)Cc1cccnc1. RXN SMILES: [CH2:45]1[O:46][CH2:47][CH2:48][CH2:49]1.[CH3:43][OH:44].[CH:1]1([c:7]2[c:8]3[cH:9][cH:10][c:11]([C:37](=[O:38])[O:39][CH3:40])[cH:12][c:13]3[n:14]3[c:15]2-[c:16]2[c:17]([cH:33][cH:34][cH:35][cH:36]2)[CH2:18][N:19]([CH2:22][CH2:23][N:24]([CH2:25][c:26]2[cH:27][n:28][cH:29][cH:30][cH:31]2)[CH3:32])[CH2:20][CH2:21]3)[CH2:2][CH2:3][CH2:4][CH2:5][CH2:6]1.[Na+:42].[OH-:41]>>[CH:1]1([c:7]2[c:8]3[cH:9][cH:10][c:11]([C:37](=[O:38])[OH:39])[cH:12][c:13]3[n:14]3[c:15]2-[c:16]2[c:17]([cH:33][cH:34][cH:35][cH:36]2)[CH2:18][N:19]([CH2:22][CH2:23][N:24]([CH2:25][c:26]2[cH:27][n:28][cH:29][cH:30][cH:31]2)[CH3:32])[CH2:20][CH2:21]3)[CH2:2][CH2:3][CH2:4][CH2:5][CH2:6]1. Starting materials: FC(N1N=CC(=C1)S(=O)(=O)N1C=C(C(=C1C=1C(=NC=CC1)F)F)CN(C(OC(C)(C)C)=O)C)F (tert-Butyl {[1-{[1-(difluoromethyl)-1H-pyrazol-4-yl]sulfonyl}-4-fluoro-5-(2-fluoropyridin-3-yl)-1H-pyrrol-3-yl]methyl}methylcarbamate), C(C)(=O)OCC.Cl (hydrogen chloride-ethyl acetate). Solvent: C(C)O (ethanol). Run at temperature 40 celsius, time 30 minute. The product is Cl.FC(N1N=CC(=C1)S(=O)(=O)N1C=C(C(=C1C=1C(=NC=CC1)F)F)CNC)F (1-[1-{[1-(difluoromethyl)-1H-pyrazol-4-yl]sulfonyl}-4-fluoro-5-(2-fluoropyridin-3-yl)-1H-pyrrol-3-yl]-N-methylmethanamine hydrochloride). Yield: 72.0%. Reaction SMILES: [F:1][CH:2]([F:34])[N:3]1[CH:7]=[C:6]([S:8]([N:11]2[C:15]([C:16]3[C:17]([F:22])=[N:18][CH:19]=[CH:20][CH:21]=3)=[C:14]([F:23])[C:13]([CH2:24][N:25](C)[C:26](=O)OC(C)(C)C)=[CH:12]2)(=[O:10])=[O:9])[CH:5]=[N:4]1.C(OCC)(=O)C.[ClH:41]>C(O)C>[ClH:41].[F:34][CH:2]([F:1])[N:3]1[CH:7]=[C:6]([S:8]([N:11]2[C:15]([C:16]3[C:17]([F:22])=[N:18][CH:19]=[CH:20][CH:21]=3)=[C:14]([F:23])[C:13]([CH2:24][NH:25][CH3:26])=[CH:12]2)(=[O:9])=[O:10])[CH:5]=[N:4]1 |f:1.2,4.5|. Procedure details: tert-Butyl {[1-{[1-(difluoromethyl)-1H-pyrazol-4-yl]sulfonyl}-4-fluoro-5-(2-fluoropyridin-3-yl)-1H-pyrrol-3-yl]methyl}methylcarbamate (380 mg) was dissolved in ethanol (10 mL), 4 mol/L hydrogen chloride-ethyl acetate solution (10 mL) was added, and the mixture was stirred at 40° C. for 30 min. The reaction mixture was concentrated under reduced pressure, and the residue was crystallized from ethyl acetate to give the title compound as colorless crystals (yield 240 mg, 72%). Reactants: C1(CCCCC1)COC1=C(C(=O)O)C=CC=C1 (2-cyclohexylmethoxybenzoic acid), C(C)OC(=O)C=1C=NC2=CC(=CC=C2C1)N (7-aminoquinoline-3-carboxylic acid ethyl ester), N1=C(C=CC=C1)C(C1=NC=CC=C1)NC(=O)C=1C=NC2=CC(=CC=C2C1)N (7-amino-quinoline-3-carboxylic acid (di-pyridin-2-yl-methyl)-amide). The product is C(C)OC(=O)C=1C=NC2=CC(=CC=C2C1)NC(C1=C(C=CC=C1)OCC1CCCCC1)=O (7-(2-Cyclohexylmethoxy-benzoylamino)-quinoline-3-carboxylic acid ethyl ester). Yield: 58.0%. RXN SMILES: [CH:1]1([CH2:7][O:8][C:9]2[CH:17]=[CH:16][CH:15]=[CH:14][C:10]=2[C:11]([OH:13])=O)[CH2:6][CH2:5][CH2:4][CH2:3][CH2:2]1.[CH2:18]([O:20][C:21]([C:23]1[CH:24]=[N:25][C:26]2[C:31]([CH:32]=1)=[CH:30][CH:29]=[C:28]([NH2:33])[CH:27]=2)=[O:22])[CH3:19].N1C=CC=CC=1C(NC(C1C=NC2C(C=1)=CC=C(N)C=2)=O)C1C=CC=CN=1>>[CH2:18]([O:20][C:21]([C:23]1[CH:24]=[N:25][C:26]2[C:31]([CH:32]=1)=[CH:30][CH:29]=[C:28]([NH:33][C:11](=[O:13])[C:10]1[CH:14]=[CH:15][CH:16]=[CH:17][C:9]=1[O:8][CH2:7][CH:1]1[CH2:2][CH2:3][CH2:4][CH2:5][CH2:6]1)[CH:27]=2)=[O:22])[CH3:19]. Procedure details: The title compound was prepared following the procedure of Example 134 but using 2-cyclohexylmethoxybenzoic acid and 7-aminoquinoline-3-carboxylic acid ethyl ester in the place of 2-benzyloxy-3-methoxybenzoic acid and 7-amino-quinoline-3-carboxylic acid (di-pyridin-2-yl-methyl)-amide, respectively. The reactants are FC1=C(C=CC=C1)NCCC(=O)OC(C)(C)C (1,1-Dimethylethyl 3-[(2-fluorophenyl)amino]propanoate), C(C(=O)OC(C)(C)C)(=O)OC(C)(C)C (di-tert-butyl oxalate), Cl (HCl), CC(C)([O-])C.[K+] (potassium tert-butoxide). Run in C1CCOC1 (THF), O (H2O). Conditions: time 84 hour. Yields the product FC1=C(C=CC=C1)N1CC(=C(C1=O)O)C(=O)OC(C)(C)C (1,1-Dimethylethyl 1-(2-fluorophenyl)-2,5-dihydro-4-hydroxy-5-oxo-1H-pyrrole-3-carboxylate). Isolated yield 47.8%. As a reaction SMILES: [F:1][C:2]1[CH:7]=[CH:6][CH:5]=[CH:4][C:3]=1[NH:8][CH2:9][CH2:10][C:11]([O:13][C:14]([CH3:17])([CH3:16])[CH3:15])=[O:12].[C:18](OC(C)(C)C)(=[O:26])[C:19](OC(C)(C)C)=[O:20].CC(C)([O-])C.[K+].Cl>C1COCC1.O>[F:1][C:2]1[CH:7]=[CH:6][CH:5]=[CH:4][C:3]=1[N:8]1[C:19](=[O:20])[C:18]([OH:26])=[C:10]([C:11]([O:13][C:14]([CH3:17])([CH3:16])[CH3:15])=[O:12])[CH2:9]1 |f:2.3|. Procedure details: To a solution of the title compound of Example C (5.41 g, 22.6 mmol) in dry THF (100 ml) was added di-tert-butyl oxalate (4.57 g, 22.6 mmol), followed by potassium tert-butoxide (5.07 g, 45.2 mmol) and the resulting dark yellow solution was stirred for 84 h at room temperature. The reaction mixture was then acidified with 1N HCl to pH=3, followed by the addition of H2O (35 ml) and the mixture was then extracted with CH2Cl2. The combined organic layers were dried with MgSO4, filtered and dried to... Reactants: N1C(=NC2=C1C=C1C=CC=CC1=C2)S (1H-naphth[2,3-d]imidazole-2-thiol), [OH-].[Na+] (sodium hydroxide), Cl.ClCC1=NC=CC=C1 (2-chloromethyl-pyridine-hydrochloride). Solvent: O (water), alcohol. The product is N1=C(C=CC=C1)CSC1=NC2=C(N1)C=C1C=CC=CC1=C2 (2-[(2-pyridylmethyl)thio]-1H-naphth[2,3-d]imidazole). RXN SMILES: [NH:1]1[C:5]2[CH:6]=[C:7]3[C:12](=[CH:13][C:4]=2[N:3]=[C:2]1[SH:14])[CH:11]=[CH:10][CH:9]=[CH:8]3.[OH-].[Na+].Cl.Cl[CH2:19][C:20]1[CH:25]=[CH:24][CH:23]=[CH:22][N:21]=1>O>[N:21]1[CH:22]=[CH:23][CH:24]=[CH:25][C:20]=1[CH2:19][S:14][C:2]1[NH:3][C:4]2[CH:13]=[C:12]3[C:7](=[CH:6][C:5]=2[N:1]=1)[CH:8]=[CH:9][CH:10]=[CH:11]3 |f:1.2,3.4|. Procedure details: 10.1 g of 1H-naphth[2,3-d]imidazole-2-thiol are suspended in 100 ml of alcohol in a 250 ml volume sulphonating flask equipped with a stirrer, thermometer, cooler and dropping funnel. A solution of 4.0 g of sodium hydroxide in 50 ml of water was then added dropwise, and a clear solution formed. The solution was then heated to boiling, 8.2 g of 2-chloromethyl-pyridine-hydrochloride were added, and the resulting mixture was boiled under reflux overnight. The reaction mixture was then concentrated b... Starting materials: ClC1=C(C(=O)O)C=C(C(=C1)NC1=NC=C(C(=N1)OC1=C2C(N(CC2=CC=C1)C)=O)Cl)OC (2-chloro-4-[5-chloro-4-(2-methyl-3-oxo-2,3-dihydro-1H-isoindol-4-yloxy)-pyrimidin-2-ylamino]-5-methoxy-benzoic acid), CN1CCC(CC1)N (1-methylpiperidin-4-amine), CN(C)C(=[N+](C)C)ON1C2=C(C=CC=C2)N=N1.[B-](F)(F)(F)F (TBTU), CCN(C(C)C)C(C)C (DIPEA). The solvent is CN(C)C=O (DMF). Reaction conditions: time 5 minute. Yields the product ClC1=C(C(=O)NC2CCN(CC2)C)C=C(C(=C1)NC1=NC=C(C(=N1)OC1=C2C(N(CC2=CC=C1)C)=O)Cl)OC (2-chloro-4-[5-chloro-4-(2-methyl-3-oxo-2,3-dihydro-1H-isoindol-4-yloxy)-pyrimidin-2-ylamino]-5-methoxy-N-(1-methyl-piperidin-4-yl)-benzamide). RXN SMILES: [Cl:1][C:2]1[CH:10]=[C:9]([NH:11][C:12]2[N:17]=[C:16]([O:18][C:19]3[CH:27]=[CH:26][CH:25]=[C:24]4[C:20]=3[C:21](=[O:29])[N:22]([CH3:28])[CH2:23]4)[C:15]([Cl:30])=[CH:14][N:13]=2)[C:8]([O:31][CH3:32])=[CH:7][C:3]=1[C:4](O)=[O:5].CN(C(ON1N=NC2C=CC=CC1=2)=[N+](C)C)C.[B-](F)(F)(F)F.CCN(C(C)C)C(C)C.[CH3:64][N:65]1[CH2:70][CH2:69][CH:68]([NH2:71])[CH2:67][CH2:66]1>CN(C=O)C>[Cl:1][C:2]1[CH:10]=[C:9]([NH:11][C:12]2[N:17]=[C:16]([O:18][C:19]3[CH:27]=[CH:26][CH:25]=[C:24]4[C:20]=3[C:21](=[O:29])[N:22]([CH3:28])[CH2:23]4)[C:15]([Cl:30])=[CH:14][N:13]=2)[C:8]([O:31][CH3:32])=[CH:7][C:3]=1[C:4]([NH:71][CH:68]1[CH2:69][CH2:70][N:65]([CH3:64])[CH2:66][CH2:67]1)=[O:5] |f:1.2|. Procedure: 2-chloro-4-[5-chloro-4-(2-methyl-3-oxo-2,3-dihydro-1H-isoindol-4-yloxy)-pyrimidin-2-ylamino]-5-methoxy-benzoic acid (65 mg), TBTU (60 mg) and DIPEA (0.1 mL) are suspended in DMF (0.50 mL) and stirred for 5 min. 1-methylpiperidin-4-amine (18 mg) is added and the reaction mixture is stirred for a further 20 min. The reaction mixture is purified by HPLC without working up. (IC50=1 nmol). Run in N1=CC=CC=C1 (pyridine). Yields the product ClC=1C=C(OCC(C)=NOCC2=C(C=CC=C2)N2C(N(N=C2OC)C)=O)C=C(C1)Cl (4-[2-[[[[2-(3,5-dichlorophenoxy)-1-methylethylidene]amino]oxy]methyl]phenyl]-2,4-dihydro-5-methoxy-2-methyl-3H-1,2,4-triazol-3-one). The yield is 20.7%. RXN SMILES: [Cl:1][C:2]1[CH:3]=[C:4]([CH:10]=[C:11]([Cl:13])[CH:12]=1)[O:5][CH2:6][C:7](=O)[CH3:8].Cl.[NH2:15][O:16][CH2:17][C:18]1[CH:23]=[CH:22][CH:21]=[CH:20][C:19]=1[N:24]1[C:28]([O:29][CH3:30])=[N:27][N:26]([CH3:31])[C:25]1=[O:32]>N1C=CC=CC=1>[Cl:1][C:2]1[CH:3]=[C:4]([CH:10]=[C:11]([Cl:13])[CH:12]=1)[O:5][CH2:6][C:7](=[N:15][O:16][CH2:17][C:18]1[CH:23]=[CH:22][CH:21]=[CH:20][C:19]=1[N:24]1[C:28]([O:29][CH3:30])=[N:27][N:26]([CH3:31])[C:25]1=[O:32])[CH3:8] |f:1.2|. Reaction conditions: temperature 90 celsius. Reported procedure: To a stirred solution of the title compound of Step A (0.33 g, 1.5 mmol) in pyridine (30 mL) under a nitrogen atmosphere was added the title compound of Step C (0.43 g, 1.5 mmol) and the resulting mixture was heated at 90 ° C. for 2 h. The reaction mixture was allowed to cool to room temperature overnight. The reaction mixture was concentrated under reduced pressure and the residue was diluted with 1 N aqueous HCl and was extracted three times with ethyl acetate. After drying (MgSO4), the combin... Reactants: ClC=1C=C(OCC(C)=O)C=C(C1)Cl (1-(3,5-dichlorophenoxy)-2-propanone), Cl.NOCC1=C(C=CC=C1)N1C(N(N=C1OC)C)=O (4-[2-[(aminooxy)methyl]phenyl]-2,4-dihydro-5-methoxy-2-methyl-3H-1,2,4-triazol-3-one hydrochloride). Starting materials: solution, C([O-])([O-])=O.[Na+].[Na+] (sodium carbonate), N(=[N+]=[N-])C(C)C1=C(C2=CC=CC=C2C=C1)Br (2(1-azidoethyl)-1-bromonaphthalene), FC=1C=C(C=NC1)B(O)O ((5-fluoropyridin-3-yl)boronic acid). The reagents and catalysts are C=1C=CC(=CC1)[P](C=2C=CC=CC2)(C=3C=CC=CC3)[Pd]([P](C=4C=CC=CC4)(C=5C=CC=CC5)C=6C=CC=CC6)([P](C=7C=CC=CC7)(C=8C=CC=CC8)C=9C=CC=CC9)[P](C=1C=CC=CC1)(C=1C=CC=CC1)C=1C=CC=CC1 (tetrakis(triphenylphosphine)palladium(0)). The solvent is O (water), C(C)(=O)OCC (ethyl acetate), O1CCOCC1 (1,4-dioxane). Run at temperature 100 celsius. Yields the product N(=[N+]=[N-])C(C)C1=C(C2=CC=CC=C2C=C1)C=1C=NC=C(C1)F (3-[2-(1-azidoethyl)-1-naphthyl]-5-fluoropyridine). Reaction SMILES: [N:1]([CH:4]([C:6]1[CH:15]=[CH:14][C:13]2[C:8](=[CH:9][CH:10]=[CH:11][CH:12]=2)[C:7]=1Br)[CH3:5])=[N+:2]=[N-:3].[F:17][C:18]1[CH:19]=[C:20](B(O)O)[CH:21]=[N:22][CH:23]=1.C(=O)([O-])[O-].[Na+].[Na+]>O1CCOCC1.O.C(OCC)(=O)C.C1C=CC([P]([Pd]([P](C2C=CC=CC=2)(C2C=CC=CC=2)C2C=CC=CC=2)([P](C2C=CC=CC=2)(C2C=CC=CC=2)C2C=CC=CC=2)[P](C2C=CC=CC=2)(C2C=CC=CC=2)C2C=CC=CC=2)(C2C=CC=CC=2)C2C=CC=CC=2)=CC=1>[N:1]([CH:4]([C:6]1[CH:15]=[CH:14][C:13]2[C:8](=[CH:9][CH:10]=[CH:11][CH:12]=2)[C:7]=1[C:20]1[CH:21]=[N:22][CH:23]=[C:18]([F:17])[CH:19]=1)[CH3:5])=[N+:2]=[N-:3] |f:2.3.4,^1:49,51,70,89|. Procedure: To a mixture of 2(1-azidoethyl)-1-bromonaphthalene (0.080 g, 0.29 mmol) and (5-fluoropyridin-3-yl)boronic acid (49.0 mg, 0.348 mmol) in 1,4-dioxane (2 mL) was added a 1 M solution of sodium carbonate in water (0.34 mL) and tetrakis(triphenylphosphine)palladium(0) (16.7 mg, 0.0145 mmol). The reaction mixture was heated at 100° C. overnight. After cooling to room temperature, the mixture was diluted with ethyl acetate, washed with water and brine, dried over MgSO4, and then concentrated. The resid... Starting materials: ClC1=CC=C(C=C1)C(C)(C)NC(C=C)=O (N-[1-(4-chlorophenyl)-1-methylethyl]acrylamide), N1C=NC=C1 (imidazole). Solvent: O1CCOCC1 (1,4-dioxane). Yields the product ClC1=CC=C(C=C1)C(C)(C)NC(CCN1C=NC=C1)=O (N-[1-(4-chlorophenyl)-1-methylethyl]-3-(imidazol-1-yl)propionamide). Reaction SMILES: [Cl:1][C:2]1[CH:7]=[CH:6][C:5]([C:8]([NH:11][C:12](=[O:15])[CH:13]=[CH2:14])([CH3:10])[CH3:9])=[CH:4][CH:3]=1.[NH:16]1[CH:20]=[CH:19][N:18]=[CH:17]1>O1CCOCC1>[Cl:1][C:2]1[CH:3]=[CH:4][C:5]([C:8]([NH:11][C:12](=[O:15])[CH2:13][CH2:14][N:16]2[CH:20]=[CH:19][N:18]=[CH:17]2)([CH3:10])[CH3:9])=[CH:6][CH:7]=1. Reported procedure: A mixture of N-[1-(4-chlorophenyl)-1-methylethyl]acrylamide (200 g), imidazole (60.9 g), Triton B (20 ml) and 1,4-dioxane (1600 ml) was stirred and boiled under reflux for 20 hours. The solvent was removed under reduced pressure and the residue dissolved in dichloromethane (2000 ml). The mixture was extracted with 2M hydrochloric acid. The combined aqueous extracts were basified with 2M sodium hydroxide solution and extracted with dichloromethane to give N-[1-(4-chlorophenyl)-1-methylethyl]-3-(i...